From a dataset of the Open Reaction Database (ORD), a public repository of structured organic reaction records. describe an organic reaction: reactants, conditions, products, and yield Product: CC(C)(C)OC(=O)N1CCC(n2cc(-c3cnc(N)c(-c4nc5ncc(F)cc5o4)c3)cn2)CC1. Starting materials: Nc1ncc(Br)cc1-c1nc2ncc(F)cc2o1, CC(C)(C)OC(=O)N1CCC(n2cc(B3OC(C)(C)C(C)(C)O3)cn2)CC1, CO, [Cs+], [F-], Cl[Pd]Cl, c1ccc(P(c2ccccc2)c2ccccc2)cc1, c1ccc(P(c2ccccc2)c2ccccc2)cc1. RXN SMILES: [Br:28][c:29]1[cH:30][c:31](-[c:36]2[o:37][c:38]3[c:39]([n:40][cH:41][c:42]([F:44])[cH:43]3)[n:45]2)[c:32]([NH2:35])[n:33][cH:34]1.[CH3:1][C:2]1([CH3:3])[C:4]([CH3:5])([CH3:6])[O:7][B:8]([c:9]2[cH:10][n:11][n:12]([CH:14]3[CH2:15][CH2:16][N:17]([C:20](=[O:21])[O:22][C:23]([CH3:24])([CH3:25])[CH3:26])[CH2:18][CH2:19]3)[cH:13]2)[O:27]1.[CH3:89][OH:90].[Cs+:47].[F-:46].[Pd:48]([Cl:49])[Cl:50].[c:51]1([P:52]([c:53]2[cH:54][cH:55][cH:56][cH:57][cH:58]2)[c:59]2[cH:60][cH:61][cH:62][cH:63][cH:64]2)[cH:65][cH:66][cH:67][cH:68][cH:69]1.[c:70]1([P:71]([c:72]2[cH:73][cH:74][cH:75][cH:76][cH:77]2)[c:78]2[cH:79][cH:80][cH:81][cH:82][cH:83]2)[cH:84][cH:85][cH:86][cH:87][cH:88]1>>[c:9]1(-[c:29]2[cH:30][c:31](-[c:36]3[o:37][c:38]4[c:39]([n:40][cH:41][c:42]([F:44])[cH:43]4)[n:45]3)[c:32]([NH2:35])[n:33][cH:34]2)[cH:10][n:11][n:12]([CH:14]2[CH2:15][CH2:16][N:17]([C:20](=[O:21])[O:22][C:23]([CH3:24])([CH3:25])[CH3:26])[CH2:18][CH2:19]2)[cH:13]1. Reactants: C(C1=CC=CC=C1)NC(=O)NN(C)CC(=O)O (2-(2-(benzylcarbamoyl)-1-methylhydrazinyl)acetic acid), N[C@H](C(=O)N(CC=1C=CC=C2C=CC=NC12)[C@H](C(OCC)OCC)C)CC1=C(C=C(C=C1C)O)C ((S)-2-amino-N—((S)-1,1-diethoxypropan-2-yl)-3-(4-hydroxy-2,6-dimethylphenyl)-N-(quinolin-8-ylmethyl)propanamide), [Cl-].COC1=NC(=NC(=N1)OC)[N+]1(CCOCC1)C (4-(4,6-dimethoxy-1,3,5-triazin-2-yl)-4-methylmorpholinium chloride). Solvent: ClCCl (dichloromethane), CN(C=O)C (dimethylformamide), C(C)(=O)OCC (ethyl acetate). Run at time 24 hour. Product: C(C1=CC=CC=C1)NC(=O)NN(C)CC(=O)N[C@H](C(=O)N(CC=1C=CC=C2C=CC=NC12)[C@H](C(OCC)OCC)C)CC1=C(C=C(C=C1C)O)C (N-benzyl-2-(2-((S)-1-(((S)-1,1-diethoxypropan-2-yl)(quinolin-8-ylmethyl)amino)-3-(4-hydroxy-2,6-dimethylphenyl)-1-oxopropan-2-ylamino)-2-oxoethyl)-2-methylhydrazinecarboxamide). Isolated yield 50.8%. Reaction SMILES: [CH2:1]([NH:8][C:9]([NH:11][N:12]([CH2:14][C:15]([OH:17])=O)[CH3:13])=[O:10])[C:2]1[CH:7]=[CH:6][CH:5]=[CH:4][CH:3]=1.[NH2:18][C@@H:19]([CH2:43][C:44]1[C:49]([CH3:50])=[CH:48][C:47]([OH:51])=[CH:46][C:45]=1[CH3:52])[C:20]([N:22]([C@@H:34]([CH3:42])[CH:35]([O:39][CH2:40][CH3:41])[O:36][CH2:37][CH3:38])[CH2:23][C:24]1[CH:25]=[CH:26][CH:27]=[C:28]2[C:33]=1[N:32]=[CH:31][CH:30]=[CH:29]2)=[O:21].[Cl-].COC1N=C(OC)N=C([N+]2(C)CCOCC2)N=1>ClCCl.CN(C)C=O.C(OCC)(=O)C>[CH2:1]([NH:8][C:9]([NH:11][N:12]([CH2:14][C:15]([NH:18][C@@H:19]([CH2:43][C:44]1[C:49]([CH3:50])=[CH:48][C:47]([OH:51])=[CH:46][C:45]=1[CH3:52])[C:20]([N:22]([C@@H:34]([CH3:42])[CH:35]([O:39][CH2:40][CH3:41])[O:36][CH2:37][CH3:38])[CH2:23][C:24]1[CH:25]=[CH:26][CH:27]=[C:28]2[C:33]=1[N:32]=[CH:31][CH:30]=[CH:29]2)=[O:21])=[O:17])[CH3:13])=[O:10])[C:2]1[CH:3]=[CH:4][CH:5]=[CH:6][CH:7]=1 |f:2.3|. Reported procedure: To the solution of 2-(2-(benzylcarbamoyl)-1-methylhydrazinyl)acetic acid (Compound VI-9) 299 mg (1.26 mmol) and (S)-2-amino-N—((S)-1,1-diethoxypropan-2-yl)-3-(4-hydroxy-2,6-dimethylphenyl)-N-(quinolin-8-ylmethyl)propanamide (Compound IV-9) 404 mg (0.84 mmol) in dichloromethane 5 ml and dimethylformamide 5 ml, 4-(4,6-dimethoxy-1,3,5-triazin-2-yl)-4-methylmorpholinium chloride 305 mg (1.26 mmol) was added and stirred at room temperature for 24 hours. The reaction mixture was diluted with ethyl ace... The reactants are S(=O)(=O)(O)O.C(N)(OC)=N (methyl imidocarbamate sulfate), C[O-].[Na+] (sodium methoxide), C(#N)C1=C(C=CC=C1)C1=CC=C(C=C1)CC(C(=O)OCC)C(CCC)=O (ethyl 2-[(2′-cyanobiphenyl-4-yl)methyl]-3-oxohexanoate). Solvent: CO (methanol). Yields the product COC=1NC(C(=C(N1)CCC)CC1=CC=C(C=C1)C=1C(=CC=CC1)C#N)=O (4′-[(2-methoxy-6-oxo-4-propyl-1,6-dihydropyrimidin-5-yl)methyl]biphenyl-2-carbonitrile). Yield: 16.1%. Reaction SMILES: S(O)(O)(=O)=O.[C:6](=[NH:10])([O:8][CH3:9])[NH2:7].C[O-].[Na+].[C:14]([C:16]1[CH:21]=[CH:20][CH:19]=[CH:18][C:17]=1[C:22]1[CH:27]=[CH:26][C:25]([CH2:28][CH:29]([C:35](=O)[CH2:36][CH2:37][CH3:38])[C:30](OCC)=[O:31])=[CH:24][CH:23]=1)#[N:15]>CO>[CH3:9][O:8][C:6]1[NH:7][C:30](=[O:31])[C:29]([CH2:28][C:25]2[CH:26]=[CH:27][C:22]([C:17]3[C:16]([C:14]#[N:15])=[CH:21][CH:20]=[CH:19][CH:18]=3)=[CH:23][CH:24]=2)=[C:35]([CH2:36][CH2:37][CH3:38])[N:10]=1 |f:0.1,2.3|. Procedure: A solution of methyl imidocarbamate sulfate (10 g), 28% sodium methoxide (26 mL) and ethyl 2-[(2′-cyanobiphenyl-4-yl)methyl]-3-oxohexanoate (15.8 g) in methanol (100 mL) was stirred overnight at room temperature. The solvent was evaporated under reduced pressure, and water and acetic acid were added. The precipitated solid was collected by filtration, washed with water and diethyl ether to give the title compound (2.62 g, 16%) as a colorless solid. Reactants: ClC1=C(CN2C(N(C3=NC=CC(=C32)N3C[C@@H](CCC3)NC(O)=O)C)=O)C=CC=C1 ((R)-1-[1-(2-chlorobenzyl)-3-methyl-2-oxo-2,3-dihydro-1H-imidazo[4,5-b]pyridin-7-yl]piperidin-3-yl carbamic acid), butyl ester, FC(C(=O)O)(F)F (trifluoroacetic acid). Yields the product FC(C(=O)O)(F)F.ClC1=C(CN2C(N(C3=NC=CC(=C32)N3C[C@@H](CCC3)N)C)=O)C=CC=C1 ((R)-1-(2-chlorobenzyl)-7-(3-aminopiperidin-1-yl)-3-methyl-1H-imidazo[4,5-b]pyridine-2(3H)-one trifluoroacetate). Yield: 60.2%. RXN SMILES: [Cl:1][C:2]1[CH:29]=[CH:28][CH:27]=[CH:26][C:3]=1[CH2:4][N:5]1[C:13]2[C:8](=[N:9][CH:10]=[CH:11][C:12]=2[N:14]2[CH2:19][CH2:18][CH2:17][C@@H:16]([NH:20]C(=O)O)[CH2:15]2)[N:7]([CH3:24])[C:6]1=[O:25].[F:30][C:31]([F:36])([F:35])[C:32]([OH:34])=[O:33]>>[F:30][C:31]([F:36])([F:35])[C:32]([OH:34])=[O:33].[Cl:1][C:2]1[CH:29]=[CH:28][CH:27]=[CH:26][C:3]=1[CH2:4][N:5]1[C:13]2[C:8](=[N:9][CH:10]=[CH:11][C:12]=2[N:14]2[CH2:19][CH2:18][CH2:17][C@@H:16]([NH2:20])[CH2:15]2)[N:7]([CH3:24])[C:6]1=[O:25] |f:2.3|. Reported procedure: The specific operation referred to the step (6) described in Example 1 for details. 161 mg (R)-1-[1-(2-chlorobenzyl)-3-methyl-2-oxo-2,3-dihydro-1H-imidazo[4,5-b]pyridin-7-yl]piperidin-3-yl carbamic acid ter.-butyl ester (0.342 mmol) and 2.4 mL trifluoroacetic acid were charged to afford 100 mg titled product with a yield of 60.2%.